From a dataset of the Open Reaction Database (ORD), a public repository of structured organic reaction records. describe an organic reaction: reactants, conditions, products, and yield Reactants: [H-].[Na+] (NaH), C(C)(C)(C)OC(NC(CC1=CC=C(C=C1)C1=CC(=C(C=C1)F)Cl)CO)=O ([2-(3′-Chloro-4′-fluoro-biphenyl-4-yl)-1-hydroxymethyl-ethyl]-carbamic acid tert-butyl ester), C1CCOC1 (THF). Solvent: CCOC(=O)C (EtOAc). Run at temperature 0 celsius, time 20 minute. Yields the product C(C)(C)(C)OC(NC(CC1=CC=C(C=C1)C1=CC(=C(C=C1)F)Cl)COC)=O ([2-(3′-chloro-4′-fluoro-biphenyl-4-yl)-1-methoxymethyl-ethyl]-carbamic acid tert-butyl ester). As a reaction SMILES: [H-].[Na+].[C:3]([O:7][C:8](=[O:28])[NH:9][CH:10]([CH2:26][OH:27])[CH2:11][C:12]1[CH:17]=[CH:16][C:15]([C:18]2[CH:23]=[CH:22][C:21]([F:24])=[C:20]([Cl:25])[CH:19]=2)=[CH:14][CH:13]=1)([CH3:6])([CH3:5])[CH3:4].[CH2:29]1COCC1>CCOC(C)=O>[C:3]([O:7][C:8](=[O:28])[NH:9][CH:10]([CH2:26][O:27][CH3:29])[CH2:11][C:12]1[CH:17]=[CH:16][C:15]([C:18]2[CH:23]=[CH:22][C:21]([F:24])=[C:20]([Cl:25])[CH:19]=2)=[CH:14][CH:13]=1)([CH3:5])([CH3:4])[CH3:6] |f:0.1|. Procedure: NaH (55 mg, 1.31 mmol, 60% by wt suspension in mineral oil) was added at 0° C. to a solution of [2-(3′-Chloro-4′-fluoro-biphenyl-4-yl)-1-hydroxymethyl-ethyl]-carbamic acid tert-butyl ester (0.5 g, 1.31 mmol) in 5 mL anhydrous THF and stirred for 20 min at 0° C. Mel (0.37 g, 2.63 mmol) was added to the reaction mixture and stirred for 6 h at room temperature. The reaction mixture was diluted with 5 mL EtOAc, and washed with water, brine and dried over Na2SO4. Solvent was removed under vacuum and ... The reactants are CC=1C(C(CCC1)(CC=C(C)C)C)=O (2,6-dimethyl-6-(3-methyl-but-2-enyl)-cyclohex-2-enone), C(C)[Al](Cl)Cl (EtAlCl2), C1(=CC=CC=C1)C (toluene), [NH4+].[Cl-] (NH4Cl). The product is C(C)(C)C12C=C(C(C(CC1)(C2)C)=O)C (5-Isopropyl-1,3-dimethyl-bicyclo[3.2.1]oct-3-en-2-one). Yield: 90.0%. As a reaction SMILES: [CH3:1][C:2]1[C:3](=[O:14])[C:4]([CH3:13])([CH2:8][CH:9]=C(C)C)[CH2:5][CH2:6][CH:7]=1.C([Al](Cl)Cl)C.[NH4+].[Cl-].[C:22]1(C)[CH:27]=CC=C[CH:23]=1>>[CH:22]([C:6]12[CH2:5][C:4]([CH3:13])([CH2:8][CH2:9]1)[C:3](=[O:14])[C:2]([CH3:1])=[CH:7]2)([CH3:27])[CH3:23] |f:2.3|. Reported procedure: To a solution of 2,6-dimethyl-6-(3-methyl-but-2-enyl)-cyclohex-2-enone (5.00 g, 26.04 mmol) in toluene (40 ml) was added dropwise neat EtAlCl2 (97%, 1.5 eq., 4.96 g, 39.06 mmol). During the addition, the temperature was kept below 10° C. The brown mixture was kept at room temperature over night and was then poured on icecold saturated NH4Cl. The mixture was extracted with MTBE, washed with brine, dried (MgSO4) and concentrated in vacuo. The residue was distilled bulb to bulb to yield 4.50 g (90%... Starting materials: C(C)OC(C(=O)NC(C1=NC=CN=C1Cl)C1=CC(=CC=C1)OCC1=CC=CC=C1)=O (N-[(3-benzyloxy-phenyl)-(3-chloro-pyrazin-2-yl)-methyl]-oxalamic acid ethyl ester). The reagents and catalysts are CN(C)C=O (DMF). The solvent is O=P(Cl)(Cl)Cl (POCl3). Conditions: temperature 75 celsius. Yields the product C(C)OC(=O)C1=NC(=C2N1C=CN=C2Cl)C2=CC(=CC=C2)OCC2=CC=CC=C2 (1-(3-Benzyloxy-phenyl)-8-chloro-imidazo[1,5-a]pyrazine-3-carboxylic acid ethyl ester). As a reaction SMILES: [CH2:1]([O:3][C:4](=[O:30])[C:5]([NH:7][CH:8]([C:16]1[CH:21]=[CH:20][CH:19]=[C:18]([O:22][CH2:23][C:24]2[CH:29]=[CH:28][CH:27]=[CH:26][CH:25]=2)[CH:17]=1)[C:9]1[C:14]([Cl:15])=[N:13][CH:12]=[CH:11][N:10]=1)=O)[CH3:2]>O=P(Cl)(Cl)Cl.CN(C=O)C>[CH2:1]([O:3][C:4]([C:5]1[N:10]2[CH:11]=[CH:12][N:13]=[C:14]([Cl:15])[C:9]2=[C:8]([C:16]2[CH:21]=[CH:20][CH:19]=[C:18]([O:22][CH2:23][C:24]3[CH:29]=[CH:28][CH:27]=[CH:26][CH:25]=3)[CH:17]=2)[N:7]=1)=[O:30])[CH3:2]. Procedure: A solution of N-[(3-benzyloxy-phenyl)-(3-chloro-pyrazin-2-yl)-methyl]-oxalamic acid ethyl ester (50 mg, 0.12 mmol) in POCl3 (2 mL) was heated to 55° C. for 17.5 h. Very little reaction occurred therefore DMF (3 drops) was added to reaction mixture and heated to 75° C. overnight. The brown reaction mixture was allowed to cool to rt, concentrated in vacuo and then quenched with 2M NH3 in i-PrOH at 0° C. until the pH was basic. The reaction mixture was concentrated in vacuo and the crude material w... As a reaction SMILES: [CH3:46][CH2:47][O:48][C:49](=[O:50])[CH3:51].[Cl:1][CH2:2][Cl:3].[F:10][c:11]1[cH:12][cH:13][c:14](-[c:17]2[c:18]3[c:23]([cH:24][c:25]([CH:39]([CH3:40])[CH3:41])[c:26]2[CH:27]([c:28]2[cH:29][cH:30][c:31]([C:34]([F:35])([F:36])[F:37])[cH:32][cH:33]2)[OH:38])[O:22][C:21]2([CH2:20][C:19]3=[O:45])[CH2:42][CH2:43][CH2:44]2)[cH:15][cH:16]1.[Na+:53].[OH-:52].[cH:4]1[cH:5][cH:6][n:7][cH:8][cH:9]1>>[F:10][c:11]1[cH:12][cH:13][c:14](-[c:17]2[c:18]3[c:23]([cH:24][c:25]([CH:39]([CH3:40])[CH3:41])[c:26]2[C:27]([c:28]2[cH:29][cH:30][c:31]([C:34]([F:35])([F:36])[F:37])[cH:32][cH:33]2)=[O:38])[O:22][C:21]2([CH2:20][C:19]3=[O:45])[CH2:42][CH2:43][CH2:44]2)[cH:15][cH:16]1. Product: CC(C)c1cc2c(c(-c3ccc(F)cc3)c1C(=O)c1ccc(C(F)(F)F)cc1)C(=O)CC1(CCC1)O2. The reactants are CCOC(C)=O, ClCCl, CC(C)c1cc2c(c(-c3ccc(F)cc3)c1C(O)c1ccc(C(F)(F)F)cc1)C(=O)CC1(CCC1)O2, [Na+], [OH-], c1ccncc1. The reactants are O1C(=CC=C1)C=1OC(=C(N1)COC1=C(C=C(COC2=NN(C=C2/C=C/CO)C2=CC=CC=C2)C=C1)OC)C ((2E)-3-{3-[(4-{[2-(2-furyl)-5-methyl-1,3-oxazol-4-yl]methoxy}-3-methoxybenzyl)oxy]-1-phenyl-1H-pyrazol-4-yl}-2-propen-1-ol). The reagents and catalysts are [O-2].[O-2].[Mn+4] (manganese dioxide). Solvent: O1CCCC1 (tetrahydrofuran). Conditions: time 15 hour. Yields the product O1C(=CC=C1)C=1OC(=C(N1)COC1=C(C=C(COC2=NN(C=C2/C=C/C=O)C2=CC=CC=C2)C=C1)OC)C ((2E)-3-{3-[(4-{[2-(2-furyl)-5-methyl-1,3-oxazol-4-yl]methoxy}-3-methoxybenzyl)oxy]-1-phenyl-1H-pyrazol-4-yl}-2-propenaldehyde). The yield is 89.1%. Reaction SMILES: [O:1]1[CH:5]=[CH:4][CH:3]=[C:2]1[C:6]1[O:7][C:8]([CH3:38])=[C:9]([CH2:11][O:12][C:13]2[CH:35]=[CH:34][C:16]([CH2:17][O:18][C:19]3[C:23](/[CH:24]=[CH:25]/[CH2:26][OH:27])=[CH:22][N:21]([C:28]4[CH:33]=[CH:32][CH:31]=[CH:30][CH:29]=4)[N:20]=3)=[CH:15][C:14]=2[O:36][CH3:37])[N:10]=1>[O-2].[O-2].[Mn+4].O1CCCC1>[O:1]1[CH:5]=[CH:4][CH:3]=[C:2]1[C:6]1[O:7][C:8]([CH3:38])=[C:9]([CH2:11][O:12][C:13]2[CH:35]=[CH:34][C:16]([CH2:17][O:18][C:19]3[C:23](/[CH:24]=[CH:25]/[CH:26]=[O:27])=[CH:22][N:21]([C:28]4[CH:29]=[CH:30][CH:31]=[CH:32][CH:33]=4)[N:20]=3)=[CH:15][C:14]=2[O:36][CH3:37])[N:10]=1 |f:1.2.3|. Procedure details: A mixture of (2E)-3-{3-[(4-{[2-(2-furyl)-5-methyl-1,3-oxazol-4-yl]methoxy}-3-methoxybenzyl)oxy]-1-phenyl-1H-pyrazol-4-yl}-2-propen-1-ol (0.80 g), activated manganese dioxide (2.40 g) and tetrahydrofuran (100 mL) was stirred at room temperature for 15 hrs. Manganese dioxide was removed by filtration and the filtrate was concentrated. The obtained crystals were collected by filtration to give (2E)-3-{3-[(4-{[2-(2-furyl)-5-methyl-1,3-oxazol-4-yl]methoxy}-3-methoxybenzyl)oxy]-1-phenyl-1H-pyrazol-4-y... Reactants: BrC=1C(=C2C(=NC1)NC(=N2)C2=CC=C(C=C2)N(C)C)N2CCN(CC2)C(=O)NC2=CC=CC=C2 (4-(6-bromo-2-(4-(dimethylamino)phenyl)-3H-imidazo[4,5-b]pyridin-7-yl)-N-phenylpiperazine-1-carboxamide), N1(N=CC=C1)C1=CC=C(C=O)C=C1 (4-(1H-pyrazol-1-yl)benzaldehyde), BrC=1C(=C(C(=NC1)N)[N+](=O)[O-])N1CCN(CC1)CC=1C=NC=CC1 (5-bromo-3-nitro-4-(4-(pyridin-3-ylmethyl)piperazin-1-yl)pyridin-2-amine), [O-]S(=O)S(=O)[O-].[Na+].[Na+] (Na2S2O4). As a reaction SMILES: BrC1C(N2CCN(C(NC3C=CC=CC=3)=O)CC2)=C2N=C(C3C=CC(N(C)C)=CC=3)NC2=NC=1.[Br:35][C:36]1[C:37]([N:46]2[CH2:51][CH2:50][N:49]([CH2:52][C:53]3[CH:54]=[N:55][CH:56]=[CH:57][CH:58]=3)[CH2:48][CH2:47]2)=[C:38]([N+:43]([O-])=O)[C:39]([NH2:42])=[N:40][CH:41]=1.[O-]S(S([O-])=O)=O.[Na+].[Na+].[N:67]1([C:72]2[CH:79]=[CH:78][C:75]([CH:76]=O)=[CH:74][CH:73]=2)[CH:71]=[CH:70][CH:69]=[N:68]1>C(O)C.CN(C=O)C>[N:67]1([C:72]2[CH:79]=[CH:78][C:75]([C:76]3[NH:42][C:39]4=[N:40][CH:41]=[C:36]([Br:35])[C:37]([N:46]5[CH2:51][CH2:50][N:49]([CH2:52][C:53]6[CH:54]=[N:55][CH:56]=[CH:57][CH:58]=6)[CH2:48][CH2:47]5)=[C:38]4[N:43]=3)=[CH:74][CH:73]=2)[CH:71]=[CH:70][CH:69]=[N:68]1 |f:2.3.4|. Isolated yield 38.0%. The solvent is C(C)O (ethanol), CN(C)C=O (DMF). Reaction conditions: time 6 hour. The product is N1(N=CC=C1)C1=CC=C(C=C1)C1=NC=2C(=NC=C(C2N2CCN(CC2)CC=2C=NC=CC2)Br)N1 (2-(4-(1H-pyrazol-1-yl)phenyl)-6-bromo-7-(4-(pyridin-3-ylmethyl)piperazin-1-yl)-3H-imidazo[4,5-b]pyridine). Procedure details: This was prepared using the same procedure as for 4-(6-bromo-2-(4-(dimethylamino)phenyl)-3H-imidazo[4,5-b]pyridin-7-yl)-N-phenylpiperazine-1-carboxamide, but here using 5-bromo-3-nitro-4-(4-(pyridin-3-ylmethyl)piperazin-1-yl)pyridin-2-amine (20 mg, 0.051 mmol), DMF (0.15 mL), ethanol (0.85 mL), 1M Na2S2O4 (3 eq, 0.15 mmol, 0.15 mL) and 4-(1H-pyrazol-1-yl)benzaldehyde (1.1 eq, 0.056 mmol, 10 mg). After 6 h, concentration in vacuo and purification by preparative tlc (CH2Cl2-MeOH, 95:5) gave the pr...